This data is from the Open Reaction Database (ORD), a public repository of structured organic reaction records. The task is: describe an organic reaction: reactants, conditions, products, and yield Reaction SMILES: [CH2:1]([c:2]1[cH:3][cH:4][cH:5][cH:6][cH:7]1)[O:8][c:9]1[cH:10][cH:11][c:12]([CH:15]2[CH:16]([N+:18]([O-:19])=[O:20])[CH2:17]2)[cH:13][cH:14]1.[ClH:21]>>[CH2:1]([c:2]1[cH:3][cH:4][cH:5][cH:6][cH:7]1)[O:8][c:9]1[cH:10][cH:11][c:12]([CH:15]2[CH:16]([NH2:18])[CH2:17]2)[cH:13][cH:14]1. Product: NC1CC1c1ccc(OCc2ccccc2)cc1. The reactants are O=[N+]([O-])C1CC1c1ccc(OCc2ccccc2)cc1, Cl. Reactants: [Cl-], Cc1ccc(C)c(Cl)c1. The product is Cc1cc(Cl)c(C)cc1Cl. As a reaction SMILES: [Cl-:1].[Cl:2][c:3]1[c:4]([CH3:10])[cH:5][cH:6][c:7]([CH3:9])[cH:8]1>>[Cl:1][c:6]1[cH:5][c:4]([CH3:10])[c:3]([Cl:2])[cH:8][c:7]1[CH3:9]. Starting materials: O=C1N(c2cc(Cl)c(O)c(Cl)c2)C(=O)C2(Cc3ccc(Br)cc3)CCCN12, CCOC(=O)CCCBr, [K+], [K+], O=C([O-])[O-], CN(C)C=O. The product is CCOC(=O)CCCOc1c(Cl)cc(N2C(=O)N3CCCC3(Cc3ccc(Br)cc3)C2=O)cc1Cl. Reaction SMILES: [Br:10][c:11]1[cH:12][cH:13][c:14]([CH2:15][C:16]23[C:17](=[O:34])[N:18]([c:25]4[cH:26][c:27]([Cl:33])[c:28]([OH:32])[c:29]([Cl:31])[cH:30]4)[C:19](=[O:24])[N:20]2[CH2:21][CH2:22][CH2:23]3)[cH:35][cH:36]1.[Br:1][CH2:2][CH2:3][CH2:4][C:5](=[O:6])[O:7][CH2:8][CH3:9].[K+:37].[K+:38].[O-:39][C:40]([O-:41])=[O:42].[O:43]=[CH:44][N:45]([CH3:46])[CH3:47]>>[CH2:2]([CH2:3][CH2:4][C:5](=[O:6])[O:7][CH2:8][CH3:9])[O:32][c:28]1[c:27]([Cl:33])[cH:26][c:25]([N:18]2[C:17](=[O:34])[C:16]3([CH2:15][c:14]4[cH:13][cH:12][c:11]([Br:10])[cH:36][cH:35]4)[N:20]([C:19]2=[O:24])[CH2:21][CH2:22][CH2:23]3)[cH:30][c:29]1[Cl:31]. Reactants: N1N=NN=C1C(=O)OCC (ethyl tetrazole-5-carboxylate), C(C(C)(C)C)(=O)Cl (pivaloyl chloride). Run in C1(=CC=CC=C1)C (toluene). The product is C(C)(C)(C)C1=NN=C(O1)C(=O)OCC (ethyl 5-tert-butyl-[1,3,4]oxadiazole-2-carboxylate). Isolated yield 58.5%. RXN SMILES: N1[C:5]([C:6]([O:8][CH2:9][CH3:10])=[O:7])=[N:4][N:3]=N1.[C:11](Cl)(=[O:16])[C:12]([CH3:15])([CH3:14])[CH3:13]>C1(C)C=CC=CC=1>[C:12]([C:11]1[O:16][C:5]([C:6]([O:8][CH2:9][CH3:10])=[O:7])=[N:4][N:3]=1)([CH3:15])([CH3:14])[CH3:13]. Reported procedure: A solution of ethyl tetrazole-5-carboxylate (8.53 g, 60 mmol) and pivaloyl chloride (7.23 g, 60 mmol) in dry toluene (240 ml) is refluxed for 16 hours. After the solution has cooled to room temperature, it is washed two times with 1 N sodium hydroxide solution (20 ml) and then once with water (20 ml). The organic phase is dried over magnesium sulphate and the solvent is evaporated in vacuo to give ethyl 5-tert-butyl-[1,3,4]oxadiazole-2-carboxylate as a red oil (6.96 g, 59%), which is used in the... Starting materials: C(C(=O)C)CC(C)=O (acetonyl acetone), COC1=C(N)C=CC(=C1)OC (2,4-dimethoxyaniline). Yields the product COC1=C(C=CC(=C1)OC)N1C(=CC=C1C)C (1-(2,4-dimethoxyphenyl)-2,5-dimethylpyrrole). RXN SMILES: [CH2:1]([CH2:5][C:6](=O)[CH3:7])[C:2]([CH3:4])=O.[CH3:9][O:10][C:11]1[CH:17]=[C:16]([O:18][CH3:19])[CH:15]=[CH:14][C:12]=1[NH2:13]>>[CH3:9][O:10][C:11]1[CH:17]=[C:16]([O:18][CH3:19])[CH:15]=[CH:14][C:12]=1[N:13]1[C:6]([CH3:7])=[CH:5][CH:1]=[C:2]1[CH3:4]. Reported procedure: Utilizing the general procedure outlined in EXAMPLE 1, acetonyl acetone (5.88 mL, 50 mmol) and 2,4-dimethoxyaniline (7.12 mL, 50 mmol) reacted to give 1-(2,4-dimethoxyphenyl)-2,5-dimethylpyrrole as a tan solid: 1H NMR (CDCl3, 500 MHz) δ 7.08 (dd, 1H), 6.59 (d, 1H), 6.55 (dd, 1H), 5.90 (s, 2H), 3.91 (s, 3H), 3.80 (s, 3H), 1.97 (s, 6H); MS (ESI) 232 (M+H)+.